From a dataset of the Open Reaction Database (ORD), a public repository of structured organic reaction records. describe an organic reaction: reactants, conditions, products, and yield Starting materials: BrC1=C2C=CC(=NC2=CC=C1)Cl (5-bromo-2-chloroquinoline), COC1=C(CN)C=CC=C1 (2-methoxybenzylamine). Product: COC1=C(CNC2=NC=3C=CC=C(C3C=C2)NCC2=C(C=CC=C2)OC)C=CC=C1 (N2,N5-Bis-(2-methoxy-benzyl)-quinoline-2,5-diamine). As a reaction SMILES: Br[C:2]1[CH:11]=[CH:10][CH:9]=[C:8]2[C:3]=1[CH:4]=[CH:5][C:6](Cl)=[N:7]2.[CH3:13][O:14][C:15]1[CH:22]=[CH:21][CH:20]=[CH:19][C:16]=1[CH2:17][NH2:18]>>[CH3:13][O:14][C:15]1[CH:22]=[CH:21][CH:20]=[CH:19][C:16]=1[CH2:17][NH:18][C:6]1[CH:5]=[CH:4][C:3]2[C:2]([NH:18][CH2:17][C:16]3[CH:19]=[CH:20][CH:21]=[CH:22][C:15]=3[O:14][CH3:13])=[CH:11][CH:10]=[CH:9][C:8]=2[N:7]=1. Reported procedure: The title compound, MS: m/e=400.3 (M+H+), was prepared in accordance with the general method of example 1 from 5-bromo-2-chloroquinoline and 2-methoxybenzylamine in step A and step B. Reactants: C1CCOC1, Oc1ccccc1C(F)(F)F, CCOC(=O)N=NC(=O)OCC, COC(=O)c1cnc(N2CCC(O)C2)s1, c1ccc(P(c2ccccc2)c2ccccc2)cc1. Yields the product COC(=O)c1cnc(N2CCC(Oc3ccccc3C(F)(F)F)C2)s1. As a reaction SMILES: [CH2:58]1[O:59][CH2:60][CH2:61][CH2:62]1.[F:16][C:17]([c:18]1[c:19]([OH:24])[cH:20][cH:21][cH:22][cH:23]1)([F:25])[F:26].[O:46]=[C:47]([O:48][CH2:49][CH3:50])[N:51]=[N:52][C:53]([O:54][CH2:55][CH3:56])=[O:57].[OH:1][CH:2]1[CH2:3][N:4]([c:7]2[s:8][c:9]([C:12](=[O:13])[O:14][CH3:15])[cH:10][n:11]2)[CH2:5][CH2:6]1.[c:27]1([P:28]([c:29]2[cH:30][cH:31][cH:32][cH:33][cH:34]2)[c:35]2[cH:36][cH:37][cH:38][cH:39][cH:40]2)[cH:41][cH:42][cH:43][cH:44][cH:45]1>>[O:1]([CH:2]1[CH2:3][N:4]([c:7]2[s:8][c:9]([C:12](=[O:13])[O:14][CH3:15])[cH:10][n:11]2)[CH2:5][CH2:6]1)[c:19]1[c:18]([C:17]([F:16])([F:25])[F:26])[cH:23][cH:22][cH:21][cH:20]1. Starting materials: C(C)(C)C1=C(N(N=N1)C1=C(C=CC=C1)OC(F)(F)F)COC1=CC=C(C(=N1)C)[N+](=O)[O-] (6-[5-isopropyl-3-(2-trifluoromethoxy-phenyl)-3H-[1,2,3]triazol-4-ylmethoxy]-2-methyl-3-nitro-pyridine). The reagents and catalysts are [Pt]=O (platinum (II) oxide). Run in CCO.C1CCOC1 (EtOH THF). Run at time 3 hour. The product is C(C)(C)C1=C(N(N=N1)C1=C(C=CC=C1)OC(F)(F)F)COC1=CC=C(C(=N1)C)N (6-[5-isopropyl-3-(2-trifluoromethoxy-phenyl)-3H-[1,2,3]triazol-4-ylmethoxy]-2-methyl-pyridin-3-ylamine). Yield: 88.1%. RXN SMILES: [CH:1]([C:4]1[N:8]=[N:7][N:6]([C:9]2[CH:14]=[CH:13][CH:12]=[CH:11][C:10]=2[O:15][C:16]([F:19])([F:18])[F:17])[C:5]=1[CH2:20][O:21][C:22]1[N:27]=[C:26]([CH3:28])[C:25]([N+:29]([O-])=O)=[CH:24][CH:23]=1)([CH3:3])[CH3:2]>CCO.C1COCC1.[Pt]=O>[CH:1]([C:4]1[N:8]=[N:7][N:6]([C:9]2[CH:14]=[CH:13][CH:12]=[CH:11][C:10]=2[O:15][C:16]([F:19])([F:18])[F:17])[C:5]=1[CH2:20][O:21][C:22]1[N:27]=[C:26]([CH3:28])[C:25]([NH2:29])=[CH:24][CH:23]=1)([CH3:3])[CH3:2] |f:1.2|. Reported procedure: To a room temperature solution of 6-[5-isopropyl-3-(2-trifluoromethoxy-phenyl)-3H-[1,2,3]triazol-4-ylmethoxy]-2-methyl-3-nitro-pyridine (2.78 g, 6.35 mmol) in EtOH/THF (1/1, 200 mL) is added platinum (II) oxide (144 mg, 0.636 mmol, 10 mol %). The mixture is stirred under an atmosphere of hydrogen gas. After 3 h, the reaction is filtered through diatomaceous earth. The filtrate is concentrated and the residue is chromatographed (SiO2 120 g, 0% to 30% EtOAc/Hexane to yield 6-[5-isopropyl-3-(2-trif...